From a dataset of the Open Reaction Database (ORD), a public repository of structured organic reaction records. describe an organic reaction: reactants, conditions, products, and yield Product: CC1CN(c2nnc(-c3ccc(F)cc3)c3ccccc23)CCN1C(=O)OC(C)(C)C. Starting materials: CC1CNCCN1C(=O)OC(C)(C)C, CCOC(C)=O, CS(C)=O, CCN(C(C)C)C(C)C, Fc1ccc(-c2nnc(Cl)c3ccccc23)cc1, O. Reaction SMILES: [CH3:1][CH:2]1[N:3]([C:8](=[O:9])[O:10][C:11]([CH3:12])([CH3:13])[CH3:14])[CH2:4][CH2:5][NH:6][CH2:7]1.[CH3:42][CH2:43][O:44][C:45]([CH3:46])=[O:47].[CH3:48][S:49]([CH3:50])=[O:51].[CH:33]([N:34]([CH:35]([CH3:36])[CH3:37])[CH2:38][CH3:39])([CH3:40])[CH3:41].[Cl:15][c:16]1[n:17][n:18][c:19](-[c:26]2[cH:27][cH:28][c:29]([F:32])[cH:30][cH:31]2)[c:20]2[cH:21][cH:22][cH:23][cH:24][c:25]12.[OH2:52]>>[CH3:1][CH:2]1[N:3]([C:8](=[O:9])[O:10][C:11]([CH3:12])([CH3:13])[CH3:14])[CH2:4][CH2:5][N:6]([c:16]2[n:17][n:18][c:19](-[c:26]3[cH:27][cH:28][c:29]([F:32])[cH:30][cH:31]3)[c:20]3[cH:21][cH:22][cH:23][cH:24][c:25]23)[CH2:7]1.